describe an organic reaction: reactants, conditions, products, and yield From a dataset of the Open Reaction Database (ORD), a public repository of structured organic reaction records. Reactants: FC=1C=C2C(=CN(C2=CC1F)S(=O)(=O)C1=CC=CC=C1)I (5,6-difluoro-3-iodo-1-(phenylsulfonyl)-1H-indole), IC1=CNC2=CC(=CC=C12)C(F)(F)F (3-iodo-6-(trifluoromethyl)-1H-indole), IC1=CNC2=CC(=CC=C12)C(F)(F)F (3-iodo-6-(trifluoromethyl)-1H-indole). The product is IC1=CN(C2=CC(=CC=C12)C(F)(F)F)S(=O)(=O)C1=CC=CC=C1 (3-iodo-1-(phenylsulfonyl)-6-(trifluoromethyl)-1H-indole). The yield is 45.0%. Reaction SMILES: FC1C=C2C(=CC=1F)N([S:12]([C:15]1[CH:20]=[CH:19][CH:18]=[CH:17][CH:16]=1)(=[O:14])=[O:13])C=C2I.[I:22][C:23]1[C:31]2[C:26](=[CH:27][C:28]([C:32]([F:35])([F:34])[F:33])=[CH:29][CH:30]=2)[NH:25][CH:24]=1>>[I:22][C:23]1[C:31]2[C:26](=[CH:27][C:28]([C:32]([F:33])([F:35])[F:34])=[CH:29][CH:30]=2)[N:25]([S:12]([C:15]2[CH:20]=[CH:19][CH:18]=[CH:17][CH:16]=2)(=[O:14])=[O:13])[CH:24]=1. Procedure details: Following the general method as outlined in Intermediate 28, starting from 3-iodo-6-(trifluoromethyl)-1H-indole (Intermediate 39; 1.60 g; 5.14 mmol), 1.06 g (45%) of the title compound was obtained as a yellow solid. Starting materials: NC1=CC=C2C(=N1)N(C(N2C(=O)OC(C)(C)C)=O)[C@H](C)C=2C=NC=CC2 ((R)-tert-butyl 5-amino-2-oxo-3-(1-(pyridin-3-yl)ethyl)-2,3-dihydroimidazo[4,5-b]pyridine-1-carboxylate), FC=1C=C(C#N)C=CC1[N+](=O)[O-] (3-fluoro-4-nitrobenzonitrile), [H-].[Na+] (NaH). Solvent: CCOC(=O)C (EtOAc), CN(C)C=O (DMF). Conditions: temperature -15 celsius, time 4 hour. Product: C(#N)C=1C=CC(=C(C1)NC1=CC=C2C(=N1)N(C(N2C(=O)OC(C)(C)C)=O)[C@H](C)C=2C=NC=CC2)[N+](=O)[O-] ((R)-tert-Butyl 5-(5-cyano-2-nitrophenylamino)-2-oxo-3-(1-(pyridin-3-yl)ethyl)-2,3-dihydroimidazo[4,5-b]pyridine-1-carboxylate). The yield is 75.4%. RXN SMILES: [NH2:1][C:2]1[N:7]=[C:6]2[N:8]([C@@H:19]([C:21]3[CH:22]=[N:23][CH:24]=[CH:25][CH:26]=3)[CH3:20])[C:9](=[O:18])[N:10]([C:11]([O:13][C:14]([CH3:17])([CH3:16])[CH3:15])=[O:12])[C:5]2=[CH:4][CH:3]=1.F[C:28]1[CH:29]=[C:30]([CH:33]=[CH:34][C:35]=1[N+:36]([O-:38])=[O:37])[C:31]#[N:32].[H-].[Na+]>CN(C=O)C.CCOC(C)=O>[C:31]([C:30]1[CH:33]=[CH:34][C:35]([N+:36]([O-:38])=[O:37])=[C:28]([NH:1][C:2]2[N:7]=[C:6]3[N:8]([C@@H:19]([C:21]4[CH:22]=[N:23][CH:24]=[CH:25][CH:26]=4)[CH3:20])[C:9](=[O:18])[N:10]([C:11]([O:13][C:14]([CH3:17])([CH3:15])[CH3:16])=[O:12])[C:5]3=[CH:4][CH:3]=2)[CH:29]=1)#[N:32] |f:2.3|. Reported procedure: A solution of (R)-tert-butyl 5-amino-2-oxo-3-(1-(pyridin-3-yl)ethyl)-2,3-dihydroimidazo[4,5-b]pyridine-1-carboxylate (94 mg) and 3-fluoro-4-nitrobenzonitrile (225 mg) in DMF (6 mL) was cooled to −25° C. and treated with NaH (60% w/w in mineral oil, 75 mg) and slowly allowed to warm to −15° C. The mixture was stirred for four hours between −20° C. and −15° C., then diluted with EtOAc and quenched with saturated ammonium chloride solution. The organic phase was washed three times with brine, separ... The reactants are solution, Cl (HCl), C1(CC1)NC(=O)C=1C=CC(=C(C1)C=1C=C2C=NN=C(C2=CC1)N1[C@H](CN(CC1)C(=O)OC(C)(C)C)C)C ((3S)-Tert-butyl 4-(6-(5-(cyclopropylcarbamoyl)-2-methylphenyl)phthalazin-1-yl)-3-methylpiperazine-1-carboxylate). Run in CO (MeOH). Conditions: time 1 hour. Product: C1(CC1)NC(C1=CC(=C(C=C1)C)C=1C=C2C=NN=C(C2=CC1)N1[C@H](CNCC1)C)=O (N-cyclopropyl-4-methyl-3-(1-((S)-2-methylpiperazin-1-yl)phthalazin-6-yl)benzamide). RXN SMILES: [CH:1]1([NH:4][C:5]([C:7]2[CH:8]=[CH:9][C:10]([CH3:37])=[C:11]([C:13]3[CH:14]=[C:15]4[C:20](=[CH:21][CH:22]=3)[C:19]([N:23]3[CH2:28][CH2:27][N:26](C(OC(C)(C)C)=O)[CH2:25][C@@H:24]3[CH3:36])=[N:18][N:17]=[CH:16]4)[CH:12]=2)=[O:6])[CH2:3][CH2:2]1.Cl>CO>[CH:1]1([NH:4][C:5](=[O:6])[C:7]2[CH:8]=[CH:9][C:10]([CH3:37])=[C:11]([C:13]3[CH:14]=[C:15]4[C:20](=[CH:21][CH:22]=3)[C:19]([N:23]3[CH2:28][CH2:27][NH:26][CH2:25][C@@H:24]3[CH3:36])=[N:18][N:17]=[CH:16]4)[CH:12]=2)[CH2:3][CH2:2]1. Reported procedure: (3S)-Tert-butyl 4-(6-(5-(cyclopropylcarbamoyl)-2-methylphenyl)phthalazin-1-yl)-3-methylpiperazine-1-carboxylate (0.2, 0.4 mmol) (Method A) was dissolved in 10 mL MeOH and treated with a 4M solution of HCl (1 mL, 4 mmol) at RT and stirred for 1 h. The mixture was concentrated in vacuo, diluted with 100 mL dichloromethane, washed with sat. NaHCO3, dried over anhydrous Na2SO4 and concentrated in vacuo. The mixture was purified by silica gel chromatography, eluting with 2 M ammonia MeOH/dichlorometh... Product: N(N)C(=O)NC=1C=CC(=NC1)N1CCN(CC1)C(=O)OCC (ethyl 4-[5-[(hydrazinocarbonyl)amino]-2-pyridinyl]-1-piperazinecarboxylate). Procedure: A mixture of ethyl 4-[5-[(phenoxycarbonyl)amino]-2-pyridinyl]-1-piperazinecarboxylate (0.3 mol crude residue) and hydrazine hydrate (1.5 mol) in 1,4-dioxane (1100 ml) was stirred for 6 hours at room temperature. The reaction mixture was poured into water (4000 ml) and the resulting precipitate was filtered. The filtrate was extracted three times with CH2Cl2 (700 ml each time). The separated organic layer was washed with water, dried, filtered and the solvent was evaporated. The residue was stirr... As a reaction SMILES: [O:1]([C:8]([NH:10][C:11]1[CH:12]=[CH:13][C:14]([N:17]2[CH2:22][CH2:21][N:20]([C:23]([O:25][CH2:26][CH3:27])=[O:24])[CH2:19][CH2:18]2)=[N:15][CH:16]=1)=O)C1C=CC=CC=1.O.[NH2:29][NH2:30].O>O1CCOCC1>[NH:29]([C:8]([NH:10][C:11]1[CH:12]=[CH:13][C:14]([N:17]2[CH2:22][CH2:21][N:20]([C:23]([O:25][CH2:26][CH3:27])=[O:24])[CH2:19][CH2:18]2)=[N:15][CH:16]=1)=[O:1])[NH2:30] |f:1.2|. The yield is 67.0%. Reactants: O(C1=CC=CC=C1)C(=O)NC=1C=CC(=NC1)N1CCN(CC1)C(=O)OCC (ethyl 4-[5-[(phenoxycarbonyl)amino]-2-pyridinyl]-1-piperazinecarboxylate), O.NN (hydrazine hydrate), O (water). The solvent is O1CCOCC1 (1,4-dioxane). Reaction conditions: time 6 hour. The reactants are step-ii, N1=CC=C(C=C1)CN1N=CC(=C1)C1=CNC2=NC=C(C=C21)C2=CC=C(C=C2)C2CCN(CC2)C(=O)OC(C)(C)C (tert-butyl 4-(4-(3-(1-(pyridin-4-ylmethyl)-1H-pyrazol-4-yl)-1H-pyrrolo[2,3-b]pyridin-5-yl)phenyl)piperidine-1-carboxylate). The solvent is C(=O)(C(F)(F)F)O.C(Cl)Cl (TFA DCM). The product is N1CCC(CC1)C1=CC=C(C=C1)C=1C=C2C(=NC1)NC=C2C=2C=NN(C2)CC2=CC=NC=C2 (5-(4-(piperidin-4-yl)phenyl)-3-(1-(pyridin-4-ylmethyl)-1H-pyrazol-4-yl)-1H-pyrrolo[2,3-b]pyridine). Yield: 14.4%. As a reaction SMILES: [N:1]1[CH:6]=[CH:5][C:4]([CH2:7][N:8]2[CH:12]=[C:11]([C:13]3[C:21]4[C:16](=[N:17][CH:18]=[C:19]([C:22]5[CH:27]=[CH:26][C:25]([CH:28]6[CH2:33][CH2:32][N:31](C(OC(C)(C)C)=O)[CH2:30][CH2:29]6)=[CH:24][CH:23]=5)[CH:20]=4)[NH:15][CH:14]=3)[CH:10]=[N:9]2)=[CH:3][CH:2]=1>C(O)(C(F)(F)F)=O.C(Cl)Cl>[NH:31]1[CH2:32][CH2:33][CH:28]([C:25]2[CH:24]=[CH:23][C:22]([C:19]3[CH:20]=[C:21]4[C:13]([C:11]5[CH:10]=[N:9][N:8]([CH2:7][C:4]6[CH:3]=[CH:2][N:1]=[CH:6][CH:5]=6)[CH:12]=5)=[CH:14][NH:15][C:16]4=[N:17][CH:18]=3)=[CH:27][CH:26]=2)[CH2:29][CH2:30]1 |f:1.2|. Procedure details: Using similar reaction conditions as described in step-ii of example-7, tert-butyl 4-(4-(3-(1-(pyridin-4-ylmethyl)-1H-pyrazol-4-yl)-1H-pyrrolo[2,3-b]pyridin-5-yl)phenyl)piperidine-1-carboxylate (120 mg, 0.224 mmol) was deprotected in TFA/DCM (5/5 ml) to afford 14 mg (14.3% yield) of the titled compound. 1H NMR (CD3OD, 300 MHz): δ 8.78-8.76 (d, 2H), 8.53-8.51 (t, 2H), 8.35 (s, 1H), 8.07 (s, 1H), 7.75-7.70 (m, 5H), 7.43-7.41 (d, 2H), 5.78 (s, 2H), 3.55-3.51 (d, 2H), 3.21-3.13 (td, 2H), 3.03-2.95 (...